This data is from the Open Reaction Database (ORD), a public repository of structured organic reaction records. The task is: describe an organic reaction: reactants, conditions, products, and yield The reactants are C=1C=CC2=C(C1)N=NN2O (HOBt), FC1=CC=C(C=C1)CC(=O)C1=CC=CC=C1 ((4′-fluorophenyl)acetophenone), Intermediate 15, Cl.ClC=1C=NC=C(C1)OC1CCNCC1 (3-chloro-5-(piperidin-4-yloxy)-pyridine hydrochloride), CCN(C(C)C)C(C)C (DIPEA), FC1=CC=C(C=C1)C1=CC(=NN1)C(=O)NCC(=O)O ({[5-(4-fluoro-phenyl)-1H-pyrazole-3-carbonyl]-amino}-acetic acid), Intermediate 30, CCN=C=NCCCN(C)C.Cl (EDCI.HCl). Run in O (water), CN(C)C=O (DMF). Run at time 8 hour. Yields the product ClC=1C=C(C=NC1)OC1CCN(CC1)C(CNC(=O)C1=NNC(=C1)C1=CC=C(C=C1)F)=O (5-(4-fluoro-phenyl)-1H-pyrazole-3-carboxylic acid {2-[4-(5-chloro-pyridin-3-yloxy)-piperidin-1-yl]-2-oxo-ethyl}-amide). The yield is 53870.8%. RXN SMILES: CCN(C(C)C)C(C)C.[F:10][C:11]1[CH:16]=[CH:15][C:14]([C:17]2[NH:21][N:20]=[C:19]([C:22]([NH:24][CH2:25][C:26]([OH:28])=O)=[O:23])[CH:18]=2)=[CH:13][CH:12]=1.FC1C=CC(CC(C2C=CC=CC=2)=O)=CC=1.C1C=CC2N(O)N=NC=2C=1.CCN=C=NCCCN(C)C.Cl.Cl.[Cl:68][C:69]1[CH:70]=[N:71][CH:72]=[C:73]([O:75][CH:76]2[CH2:81][CH2:80][NH:79][CH2:78][CH2:77]2)[CH:74]=1>CN(C=O)C.O>[Cl:68][C:69]1[CH:74]=[C:73]([O:75][CH:76]2[CH2:81][CH2:80][N:79]([C:26](=[O:28])[CH2:25][NH:24][C:22]([C:19]3[CH:18]=[C:17]([C:14]4[CH:13]=[CH:12][C:11]([F:10])=[CH:16][CH:15]=4)[NH:21][N:20]=3)=[O:23])[CH2:78][CH2:77]2)[CH:72]=[N:71][CH:70]=1 |f:4.5,6.7|. Procedure details: DIPEA (200 mg, 1.6 mmol) was added to a stirred solution of {[5-(4-fluoro-phenyl)-1H-pyrazole-3-carbonyl]-amino}-acetic acid (120 mg, 0.45 mmol) (prepared by the method used for the synthesis of Intermediate 30, starting from (4′-fluorophenyl)acetophenone) in DMF (2 mL) followed by HOBt (65 mg, 0.48 mmol) and EDCI.HCl (92 mg, 0.48 mmol). After 2 minutes 3-chloro-5-(piperidin-4-yloxy)-pyridine hydrochloride (0.114 g, 0.00045 mmol) (prepared by method used for the synthesis of Intermediate 15) was... Starting materials: O=C([O-])O, [Li]CCCC, O=C1NC(Cc2ccccc2)CO1, CCOCC, CCOCC, CCCCCC, O=C(Cl)Cc1ccc(Cl)c(Cl)c1, [Na+], C1CCOC1. Yields the product O=C(Cc1ccc(Cl)c(Cl)c1)N1C(=O)OCC1Cc1ccccc1. Reaction SMILES: [C:31](=[O:32])([OH:33])[O-:34].[CH2:14]([Li:15])[CH2:16][CH2:17][CH3:18].[CH2:1]([c:2]1[cH:3][cH:4][cH:5][cH:6][cH:7]1)[CH:8]1[NH:9][C:10](=[O:13])[O:11][CH2:12]1.[CH2:52]([O:53][CH2:54][CH3:55])[CH3:56].[CH3:41][CH2:42][O:43][CH2:44][CH3:45].[CH3:46][CH2:47][CH2:48][CH2:49][CH2:50][CH3:51].[Cl:19][c:20]1[cH:21][c:22]([CH2:27][C:28](=[O:29])[Cl:30])[cH:23][cH:24][c:25]1[Cl:26].[Na+:35].[O:36]1[CH2:37][CH2:38][CH2:39][CH2:40]1>>[CH2:1]([c:2]1[cH:3][cH:4][cH:5][cH:6][cH:7]1)[CH:8]1[N:9]([C:28]([CH2:27][c:22]2[cH:21][c:20]([Cl:19])[c:25]([Cl:26])[cH:24][cH:23]2)=[O:29])[C:10](=[O:13])[O:11][CH2:12]1. Reactants: C([O-])([O-])=O.[K+].[K+] (Potassium carbonate), COC(C1=CC(=C(C=C1)O)C)=O (4-hydroxy-3-methyl-benzoic acid methyl ester), [I-].[K+] (potassium iodide), C(C)(C)(C)OC(CBr)=O (tert-butylbromoacetate). The solvent is CC(=O)C (acetone). Product: COC(C1=CC(=C(C=C1)OCC(=O)OC(C)(C)C)C)=O (4-tert-Butoxycarbonylmethoxy-3-methyl-benzoic Acid Methyl Ester). Isolated yield 90.0%. RXN SMILES: C(=O)([O-])[O-].[K+].[K+].[I-].[K+].[C:9]([O:13][C:14](=[O:17])[CH2:15]Br)([CH3:12])([CH3:11])[CH3:10].[CH3:18][O:19][C:20](=[O:29])[C:21]1[CH:26]=[CH:25][C:24]([OH:27])=[C:23]([CH3:28])[CH:22]=1>CC(C)=O>[CH3:18][O:19][C:20](=[O:29])[C:21]1[CH:26]=[CH:25][C:24]([O:27][CH2:15][C:14]([O:13][C:9]([CH3:12])([CH3:11])[CH3:10])=[O:17])=[C:23]([CH3:28])[CH:22]=1 |f:0.1.2,3.4|. Procedure: Potassium carbonate (4.6 g, 33 mmol), potassium iodide (0.25 g, 1.5 mmol) and tert-butylbromoacetate (2.5 ml, 16.5 mmol) were added to a solution of 4-hydroxy-3-methyl-benzoic acid methyl ester from Example E29 (2.5 g, 15 mmol) in acetone (150 ml) and the mixture was heated at reflux for 20 h. The solid was filtered off and the filtrate concentrated in vacuo. The residue was dissolved in EtOAc, washed with 1N KHSO4, water then brine, dried and concentrated in vacuo. The residue was purified by f... Reactants: ClC1=CC=NC2=CC(=C(C=C12)OC)OCCN1N=CN=C1 (4-chloro-6-methoxy-7-(2-([1,2,4]-triazol-1-yl)ethoxy)quinoline), ClC1=CC(=C(C=C1)O)F (4-chloro-2-fluorophenol), [OH-].[K+] (potassium hydroxide). The product is Cl.ClC1=CC(=C(OC2=CC=NC3=CC(=C(C=C23)OC)OCCN2N=CN=C2)C=C1)F (4-(4-chloro-2-fluorophenoxy)-6-methoxy-7-(2-([1,2,4]-triazol-1-yl)ethoxy)quinoline hydrochloride). Reported procedure: A mixture of 4-chloro-6-methoxy-7-(2-([1,2,4]-triazol-1-yl)ethoxy)quinoline (132 mg, 0.43 mmol), 4-chloro-2-fluorophenol (400 mg, 2.7 mmol) and potassium hydroxide (28 mg, 0.49 mmol) was head at 165° C. for 3 hours under argon. The mixture was partitioned between ethyl acetate and water. The organic layer was washed with water, brine, dried (MgSO4) and the volatiles were removed by evaporation. The residue was purified by column chromatography eluting with methylene chloride/methanol (95/5). The... The yield is 56.7%. RXN SMILES: [Cl:1][C:2]1[C:11]2[C:6](=[CH:7][C:8]([O:14][CH2:15][CH2:16][N:17]3[CH:21]=[N:20][CH:19]=[N:18]3)=[C:9]([O:12][CH3:13])[CH:10]=2)[N:5]=[CH:4][CH:3]=1.[Cl:22][C:23]1[CH:28]=[CH:27][C:26]([OH:29])=[C:25]([F:30])[CH:24]=1.[OH-].[K+]>>[ClH:1].[Cl:22][C:23]1[CH:28]=[CH:27][C:26]([O:29][C:2]2[C:11]3[C:6](=[CH:7][C:8]([O:14][CH2:15][CH2:16][N:17]4[CH:21]=[N:20][CH:19]=[N:18]4)=[C:9]([O:12][CH3:13])[CH:10]=3)[N:5]=[CH:4][CH:3]=2)=[C:25]([F:30])[CH:24]=1 |f:2.3,4.5|. Procedure details: Combine 1-(t-butoxycarbonyl)-4-(1-(2-fur-2-ylmethoxy-ethyl)-1H-benzimidazole-2-carbonyl)piperidine (1.0 mmol) and dioxane (10 mL). Cool in an ice bath. Slowly add a solution of hydrochloric aicd in dioxane (0.25 mL, 4M, 1.0 mmol). After 45 minutes, dilute the reaction mixture with dichloromethane and extract with saturated aqueous sodium bicarbonate solution. Separate the organic layer and extract with brine. Dry the organic layer over Na2SO4, filter, and evaporate in vacuo to give the title com... The solvent is ClCCl (dichloromethane). Run at time 45 minute. The product is O1C(=CC=C1)COCCN1C(=NC2=C1C=CC=C2)C(=O)C2CCNCC2 (4-(1-(2-(fur-2-ylmethoxy)ethyl)-1H-benzimidazole-2-carbonyl)piperidine). Reactants: C(C)(C)(C)OC(=O)N1CCC(CC1)C(=O)C1=NC2=C(N1CCOCC=1OC=CC1)C=CC=C2 (1-(t-butoxycarbonyl)-4-(1-(2-fur-2-ylmethoxy-ethyl)-1H-benzimidazole-2-carbonyl)piperidine), O1CCOCC1 (dioxane), Cl (hydrochloric aicd), O1CCOCC1 (dioxane). As a reaction SMILES: C(OC([N:8]1[CH2:13][CH2:12][CH:11]([C:14]([C:16]2[N:20]([CH2:21][CH2:22][O:23][CH2:24][C:25]3[O:26][CH:27]=[CH:28][CH:29]=3)[C:19]3[CH:30]=[CH:31][CH:32]=[CH:33][C:18]=3[N:17]=2)=[O:15])[CH2:10][CH2:9]1)=O)(C)(C)C.O1CCOCC1.Cl>ClCCl>[O:26]1[CH:27]=[CH:28][CH:29]=[C:25]1[CH2:24][O:23][CH2:22][CH2:21][N:20]1[C:19]2[CH:30]=[CH:31][CH:32]=[CH:33][C:18]=2[N:17]=[C:16]1[C:14]([CH:11]1[CH2:10][CH2:9][NH:8][CH2:13][CH2:12]1)=[O:15]. Starting materials: NC1=NC(=CC=C1)O (2-amino-6-hydroxypyridine), C1(C2=C(C(=O)O1)CCCC2)=O (3,4,5,6-tetrahydrophthalic anhydride), C(C)(=O)O (acetic acid). Solvent: C(Cl)(Cl)Cl (CHCl3). The product is OC1=CC=CC(=N1)N1C(C2=C(C1=O)CCCC2)=O (N-(6-hydroxy-2-pyridyl)-3,4,5,6-tetrahydrophthalimide). As a reaction SMILES: [NH2:1][C:2]1[CH:7]=[CH:6][CH:5]=[C:4]([OH:8])[N:3]=1.[C:9]1(=O)[O:14][C:12](=[O:13])[C:11]2[CH2:15][CH2:16][CH2:17][CH2:18][C:10]1=2.C(O)(=O)C>C(Cl)(Cl)Cl>[OH:8][C:4]1[N:3]=[C:2]([N:1]2[C:12](=[O:13])[C:11]3[CH2:15][CH2:16][CH2:17][CH2:18][C:10]=3[C:9]2=[O:14])[CH:7]=[CH:6][CH:5]=1. Procedure details: A mixture of 2-amino-6-hydroxypyridine (2.2 g), 3,4,5,6-tetrahydrophthalic anhydride (3.0 g) and acetic acid (40 ml) is heated to reflux for about 18 hours. The reaction is then cooled and stripped. The concentrate is taken up in CHCl3 (100 ml), washed with water, dried and stripped to yield N-(6-hydroxy-2-pyridyl)-3,4,5,6-tetrahydrophthalimide. Reactants: BrC1=C(C=CC=C1)CC(C=1C=NC=CC1)C=1C=NC=CC1 (3,3′-[2-(2-bromophenyl)ethane-1,1-diyl]dipyridine), OB(C=1C=C(C(=O)O)C=CC1)O (3-(dihydroxyboryl)benzoic acid), C(=O)([O-])[O-].[Cs+].[Cs+] (Cs2CO3), solution. Reagents/catalysts: C1=CC=C(C=C1)[PH+](C2=CC=CC=C2)[C]3[CH][CH][CH][CH]3.C1=CC=C(C=C1)[PH+](C2=CC=CC=C2)[C]3[CH][CH][CH][CH]3.C(Cl)Cl.Cl[Pd]Cl.[Fe] (dichloro[1,1′-bis(diphenylphosphino)ferrocene]palladium(II) dichloromethane adduct). Solvent: C1CCOC1 (THF). Yields the product N1=CC(=CC=C1)C(CC1=C(C=CC=C1)C1=CC(=CC=C1)C(=O)O)C=1C=NC=CC1 (2′-(2,2-dipyridin-3-ylethyl)biphenyl-3-carboxylic acid). Reaction SMILES: Br[C:2]1[CH:7]=[CH:6][CH:5]=[CH:4][C:3]=1[CH2:8][CH:9]([C:16]1[CH:17]=[N:18][CH:19]=[CH:20][CH:21]=1)[C:10]1[CH:11]=[N:12][CH:13]=[CH:14][CH:15]=1.OB(O)[C:24]1[CH:25]=[C:26]([CH:30]=[CH:31][CH:32]=1)[C:27]([OH:29])=[O:28].C([O-])([O-])=O.[Cs+].[Cs+]>C1COCC1.C1C=CC([PH+]([C]2[CH][CH][CH][CH]2)C2C=CC=CC=2)=CC=1.C1C=CC([PH+]([C]2[CH][CH][CH][CH]2)C2C=CC=CC=2)=CC=1.C(Cl)Cl.Cl[Pd]Cl.[Fe]>[N:12]1[CH:13]=[CH:14][CH:15]=[C:10]([CH:9]([C:16]2[CH:17]=[N:18][CH:19]=[CH:20][CH:21]=2)[CH2:8][C:3]2[CH:4]=[CH:5][CH:6]=[CH:7][C:2]=2[C:24]2[CH:32]=[CH:31][CH:30]=[C:26]([C:27]([OH:29])=[O:28])[CH:25]=2)[CH:11]=1 |f:2.3.4,6.7.8.9.10,^1:49,50,51,52,53,67,68,69,70,71|. Reported procedure: A solution of 3,3′-[2-(2-bromophenyl)ethane-1,1-diyl]dipyridine (30 mg, 0.05 mmol), 3-(dihydroxyboryl)benzoic acid (14 mg, 0.08 mmol), and dichloro[1,1′-bis(diphenylphosphino)ferrocene]palladium(II) dichloromethane adduct (5 mg, 0.006 mmol) in THF (2.0 mL) was treated aqueous Cs2CO3 (1.0 mL of a 1 M solution, 1.0 mmol) and sealed in a 5 mL microwave reaction tube. The mixture was irradiated at 160° C. for 10 min, cooled, and the phases separated. The organic phase was blown down under a stream o... The reactants are ClC1=C2C(=NC=3C=CC=C(C13)C1=CC=C(N)C=C1)C=NN2C (4-(9-chloro-1-methyl-1H-pyrazolo[4,3-b]quinolin-8-yl)aniline), C(O)([O-])=O.[Na+] (sodium hydrogen carbonate). Run in C(C)(=O)O (acetic acid). Run at time 18 hour. The product is Cl.NC1=CC=C(C=C1)C=1C=2C(C3=C(NC2C=CC1)C=NN3C)=O (8-(4-AMINOPHENYL)-1-METHYL-1,4-DIHYDRO-9H-PYRAZOLO[4,3-b]QUINOLIN-9-ONE HYDROCHLORIDE). Yield: 46.0%. As a reaction SMILES: [Cl:1][C:2]1[C:11]2[C:10]([C:12]3[CH:18]=[CH:17][C:15]([NH2:16])=[CH:14][CH:13]=3)=[CH:9][CH:8]=[CH:7][C:6]=2[N:5]=[C:4]2[CH:19]=[N:20][N:21]([CH3:22])[C:3]=12.C(=O)([O-])[OH:24].[Na+]>C(O)(=O)C>[ClH:1].[NH2:16][C:15]1[CH:17]=[CH:18][C:12]([C:10]2[C:11]3[C:2](=[O:24])[C:3]4[N:21]([CH3:22])[N:20]=[CH:19][C:4]=4[NH:5][C:6]=3[CH:7]=[CH:8][CH:9]=2)=[CH:13][CH:14]=1 |f:1.2,4.5|. Procedure details: A mixture of 4-(9-chloro-1-methyl-1H-pyrazolo[4,3-b]quinolin-8-yl)aniline (EXAMPLE 41, step 2, 41 mg, 0.13 mmol) in 50% aqueous acetic acid (2 ml) was refluxed for 18 h. After cooling to room temperature, saturated sodium hydrogen carbonate (5 ml) was added to the mixture. The formed solid was collected by filtration, washed with water and dried. The obtained solid was dissolved in 10% methanolic hydrochloric acid (3 ml) and the mixture was stirred at room temperature for 18 h. The mixture was c...